Dataset: the Open Reaction Database (ORD), a public repository of structured organic reaction records. Task: describe an organic reaction: reactants, conditions, products, and yield Yields the product CCCn1ccc(N)n1. As a reaction SMILES: [CH3:12][OH:13].[CH3:16][CH2:17][O:18][C:19](=[O:20])[CH3:21].[H:14][H:15].[N+:1]([O-:2])(=[O:3])[c:4]1[n:5][n:6]([CH2:9][CH2:10][CH3:11])[cH:7][cH:8]1.[Pd:22]>>[NH2:1][c:4]1[n:5][n:6]([CH2:9][CH2:10][CH3:11])[cH:7][cH:8]1. The reactants are CO, CCOC(C)=O, [H][H], CCCn1ccc([N+](=O)[O-])n1, [Pd]. Reactants: N1=CC(=CC=C1)C(CC1=C(C=CC=C1)Br)(O)O (1-(pyrid-3-yl)-2-(2-bromophenyl)-ethanediol), COC(C1=CC=CC=C1)OC (benzaldehyde dimethyl acetal), C1(=CC=C(C=C1)S(=O)(=O)O)C (p-toluenesulfonic acid). Run in ClC1=CC=CC=C1.C1(=CC=CC=C1)C (chlorobenzene toluene). The product is C1(=CC=CC=C1)C1OC(C(O1)C=1C=NC=CC1)C1=C(C=CC=C1)Br (2-Phenyl-4-(pyrid-3-yl)-5-(2-bromophenyl)-1,3-dioxolane). As a reaction SMILES: [N:1]1[CH:6]=[CH:5][CH:4]=[C:3]([C:7]([OH:17])(O)[CH2:8][C:9]2[CH:14]=[CH:13][CH:12]=[CH:11][C:10]=2[Br:15])[CH:2]=1.C[O:19][CH:20](OC)[C:21]1[CH:26]=[CH:25][CH:24]=[CH:23][CH:22]=1.C1(C)C=CC(S(O)(=O)=O)=CC=1>ClC1C=CC=CC=1.C1(C)C=CC=CC=1>[C:21]1([CH:20]2[O:17][CH:7]([C:3]3[CH:2]=[N:1][CH:6]=[CH:5][CH:4]=3)[CH:8]([C:9]3[CH:14]=[CH:13][CH:12]=[CH:11][C:10]=3[Br:15])[O:19]2)[CH:26]=[CH:25][CH:24]=[CH:23][CH:22]=1 |f:3.4|. Procedure details: 37 g (0.1258 mol) of 1-(pyrid-3-yl)-2-(2-bromophenyl)-ethanediol and 38.5 g (0.2516 mol) of benzaldehyde dimethyl acetal were refluxed together in 440 ml of 10:1 chlorobenzene/toluene with 1 g of p-toluenesulfonic acid. The resulting methanol was distilled off as an azeotrope with toluene. After the end of the reaction, the chlorobenzene was distilled off under reduced pressure and the product wa purified by chromatography over silica gel. Reaction SMILES: [CH3:1][C:2]([C:12]1[C:20]2[O:19][CH2:18][CH2:17][C:16]=2[CH:15]=[CH:14][CH:13]=1)([CH3:11])[CH2:3][C:4]1([C:7]([F:10])([F:9])[F:8])[CH2:6][O:5]1.[F:21][C:22]1[CH:27]=[CH:26][C:25]([N:28]2[C:36]3[CH:35]=[CH:34][CH:33]=[C:32]([NH2:37])[C:31]=3[CH:30]=[N:29]2)=[CH:24][CH:23]=1>>[O:19]1[C:20]2[C:12]([C:2]([CH3:11])([CH3:1])[CH2:3][C:4]([CH2:6][NH:37][C:32]3[CH:33]=[CH:34][CH:35]=[C:36]4[C:31]=3[CH:30]=[N:29][N:28]4[C:25]3[CH:26]=[CH:27][C:22]([F:21])=[CH:23][CH:24]=3)([OH:5])[C:7]([F:8])([F:10])[F:9])=[CH:13][CH:14]=[CH:15][C:16]=2[CH2:17][CH2:18]1. Starting materials: CC(CC1(OC1)C(F)(F)F)(C)C1=CC=CC=2CCOC21 (racemic 7-{1,1-dimethyl-2-[2-(trifluoromethyl)-2-oxiranyl]ethyl}-2,3-dihydro-1-benzofuran), FC1=CC=C(C=C1)N1N=CC=2C(=CC=CC12)N (1-(4-fluorophenyl)-1H-indazol-4-amine), FC1=CC=C(C=C1)N1N=CC=2C(=CC=CC12)N (1-(4-fluorophenyl)-1H-indazol-4-amine). Procedure: Prepared similarly to Example 1 from racemic 7-{1,1-dimethyl-2-[2-(trifluoromethyl)-2-oxiranyl]ethyl}-2,3-dihydro-1-benzofuran (which may be prepared according to WO 04/063163) and 1-(4-fluorophenyl)-1H-indazol-4-amine (Intermediate 2). Yields the product O1CCC2=C1C(=CC=C2)C(CC(C(F)(F)F)(O)CNC2=C1C=NN(C1=CC=C2)C2=CC=C(C=C2)F)(C)C (4-(2,3-Dihydro-1-benzofuran-7-yl)-1,1,1-trifluoro-2-({[1-(4-fluorophenyl)-1H-indazol-4-yl]amino}methyl)-4-methyl-2-pentanol). The reactants are [Li+], [Na+], [OH-], [OH-], O, OO, CCOC(=O)c1c(-c2ccc(C)cc2)csc1NC(=O)c1cc(OC)c(OC)c(OC)c1. The product is COc1cc(C(=O)Nc2scc(-c3ccc(C)cc3)c2C(=O)O)cc(OC)c1OC. Reaction SMILES: [Li+:34].[Na+:38].[OH-:33].[OH-:37].[OH2:39].[OH:35][OH:36].[c:1]1([CH3:32])[cH:2][cH:3][c:4](-[c:7]2[c:8]([C:27](=[O:28])[O:29][CH2:30][CH3:31])[c:9]([NH:12][C:13]([c:14]3[cH:15][c:16]([O:24][CH3:25])[c:17]([O:22][CH3:23])[c:18]([O:20][CH3:21])[cH:19]3)=[O:26])[s:10][cH:11]2)[cH:5][cH:6]1>>[c:1]1([CH3:32])[cH:2][cH:3][c:4](-[c:7]2[c:8]([C:27](=[O:28])[OH:29])[c:9]([NH:12][C:13]([c:14]3[cH:15][c:16]([O:24][CH3:25])[c:17]([O:22][CH3:23])[c:18]([O:20][CH3:21])[cH:19]3)=[O:26])[s:10][cH:11]2)[cH:5][cH:6]1. The reactants are NN1C(N(CCC1)C(=O)N)=O (3-aminotetrahydro-2-oxo-1(2H)-pyrimidinecarboxamide), C1(CCCCC1)N=C=NC1CCCCC1 (dicyclohexylcarbodiimide), ON1N=NC2=C1C=CC=C2 (N-hydroxybenzotriazole), C1(=CC=CC=C1)COC1=CC(=NC=C1OCC1=CC=CC=C1)C(=O)O (4,5-bis(phenylmethoxy)-2-pyridinecarboxylic acid). Solvent: CN(C=O)C (N,N-dimethylformamide). Run at time 8 hour. Product: C1(=CC=CC=C1)COC1=CC(=NC=C1OCC1=CC=CC=C1)C(=O)NN1C(N(CCC1)C(=O)N)=O (3-[[[4,5-Bis(phenylmethoxy)-2-pyridinyl]carbonyl]amino]-tetrahydro-2-oxo-1(2H)-pyrimidinecarboxamide). Yield: 91.5%. Reaction SMILES: [NH2:1][N:2]1[CH2:7][CH2:6][CH2:5][N:4]([C:8]([NH2:10])=[O:9])[C:3]1=[O:11].C1(N=C=NC2CCCCC2)CCCCC1.ON1C2C=CC=CC=2N=N1.[C:37]1([CH2:43][O:44][C:45]2[C:50]([O:51][CH2:52][C:53]3[CH:58]=[CH:57][CH:56]=[CH:55][CH:54]=3)=[CH:49][N:48]=[C:47]([C:59](O)=[O:60])[CH:46]=2)[CH:42]=[CH:41][CH:40]=[CH:39][CH:38]=1>CN(C)C=O>[C:37]1([CH2:43][O:44][C:45]2[C:50]([O:51][CH2:52][C:53]3[CH:54]=[CH:55][CH:56]=[CH:57][CH:58]=3)=[CH:49][N:48]=[C:47]([C:59]([NH:1][N:2]3[CH2:7][CH2:6][CH2:5][N:4]([C:8]([NH2:10])=[O:9])[C:3]3=[O:11])=[O:60])[CH:46]=2)[CH:38]=[CH:39][CH:40]=[CH:41][CH:42]=1. Reported procedure: To a solution of 3-aminotetrahydro-2-oxo-1(2H)-pyrimidinecarboxamide (10 g, 63.2 mmol) in 350 ml N,N-dimethylformamide were added dicyclohexylcarbodiimide (15.7 g, 75.9 mmol), N-hydroxybenzotriazole (0.97 g, 6.32 mmol) and 4,5-bis(phenylmethoxy)-2-pyridinecarboxylic acid (21.2 g, 63.2 mmol) and the mixture was stirred overnight at room temperature. Dicyclohexylurea (13.6 g) was filtered off and the solvent was removed in vacuo. Trituration of the residue with ether gave 27.5 g of the desired pro... The reactants are N#Cc1cc(Cl)ncc1-c1ccc(Cl)cc1Cl, NN, C1COCCO1, O, O. The product is N#Cc1cc(NN)ncc1-c1ccc(Cl)cc1Cl. RXN SMILES: [Cl:1][c:2]1[cH:3][c:4]([C:5]#[N:6])[c:7](-[c:10]2[c:11]([Cl:17])[cH:12][c:13]([Cl:16])[cH:14][cH:15]2)[cH:8][n:9]1.[NH2:19][NH2:20].[O:22]1[CH2:23][CH2:24][O:25][CH2:26][CH2:27]1.[OH2:18].[OH2:21]>>[c:2]1([NH:19][NH2:20])[cH:3][c:4]([C:5]#[N:6])[c:7](-[c:10]2[c:11]([Cl:17])[cH:12][c:13]([Cl:16])[cH:14][cH:15]2)[cH:8][n:9]1. Starting materials: CC1=C(N)C=CC=C1[N+](=O)[O-] (2-methyl-3-nitro-aniline), N (NH3), N(=O)[O-].[Na+] (sodium nitrite). Run in C(C)(=O)OCC (ethyl acetate), O (water), C(C)(=O)O (acetic acid). Reaction conditions: time 3 day. Yields the product [N+](=O)([O-])C1=C2C=NNC2=CC=C1 (4-nitro-1H-indazole). Reaction SMILES: [CH3:1][C:2]1[C:8]([N+:9]([O-:11])=[O:10])=[CH:7][CH:6]=[CH:5][C:3]=1[NH2:4].[N:12]([O-])=O.[Na+].N>O.C(O)(=O)C.C(OCC)(=O)C>[N+:9]([C:8]1[CH:7]=[CH:6][CH:5]=[C:3]2[C:2]=1[CH:1]=[N:12][NH:4]2)([O-:11])=[O:10] |f:1.2|. Procedure details: A mixture of 2-methyl-3-nitro-aniline (5.00 g, 32.9 mmol) and a solution of sodium nitrite (2.27 g, 32.9 mmol) in water (7.5 mL) in glacial acetic acid (750 mL) was was stirred for 15 minutes and allowed to stand at room temperature for 3 days. The mixture was concentrated under reduced pressure leaving a pale yellow solid which was dissolved in ethyl acetate (250 mL) and filtered through a plug of silica gel, rinsing with ethyl acetate. The combined ethyl acetate was concentrated under reduced ...